This data is from the Open Reaction Database (ORD), a public repository of structured organic reaction records. The task is: describe an organic reaction: reactants, conditions, products, and yield The reactants are C(CC)=O (propionaldehyde), solution, C(CCC)[Li] (n-Butyl lithium), Cl (HCl), C([O-])(O)=O.[Na+] (sodium bicarbonate), CC1(NC(CCC1)(C)C)C (2,2,6,6-tetramethylpiperidine), ClC=1N=NC(=CC1)OC (3-chloro-6-methoxypyridazine). The solvent is O1CCCC1 (tetrahydrofuran), CCCCCC (hexane), O1CCCC1 (tetrahydrofuran), O1CCCC1 (tetrahydrofuran), C(C)O (ethanol), O1CCCC1 (tetrahydrofuran). Run at temperature 0 celsius, time 30 minute. Yields the product ClC1=CC(=C(N=N1)OC)C(CC)O (1-(6-Chloro-3-methoxy-pyridazin-4-yl)-propan-1-ol). RXN SMILES: C([Li])CCC.CC1(C)CCCC(C)(C)N1.[Cl:16][C:17]1[N:18]=[N:19][C:20]([O:23][CH3:24])=[CH:21][CH:22]=1.[CH:25](=[O:28])[CH2:26][CH3:27].Cl.C(=O)(O)[O-].[Na+]>CCCCCC.O1CCCC1.C(O)C>[Cl:16][C:17]1[N:18]=[N:19][C:20]([O:23][CH3:24])=[C:21]([CH:25]([OH:28])[CH2:26][CH3:27])[CH:22]=1 |f:5.6|. Reported procedure: 104.6 ml of a 1.6M solution of n-Butyl lithium in hexane is added dropwise at −75° C. to 200 ml tetrahydrofuran followed by 28.3 ml 2,2,6,6-tetramethylpiperidine and the resulting solution is allowed to warm to 0° C. and stirred for 30 min. The solution is cooled to −75° C. and a solution of 11 g 3-chloro-6-methoxypyridazine in 100 ml tetrahydrofuran is added at the same temperature. The reaction is stirred for 30 min at −75° C. A solution of 65.9 ml propionaldehyde in 200 ml tetrahydrofuran is ... Starting materials: BrC1=CC(=CC=2N(C(=NC21)C(C)C)CC2=C(C(=CC=C2)C(F)(F)F)C)[N+](=O)[O-] (4-bromo-2-isopropyl-1-(2-methyl-3-(trifluoromethyl)benzyl)-6-nitro-1H-benzo[d]imidazole), O.O.[Sn](Cl)Cl (tin(II) chloride dihydrate), Cl (hydrochloric acid), resultant suspension, C([O-])([O-])=O.[Na+].[Na+] (sodium carbonate). The solvent is CO (MeOH), CO (MeOH). Run at time 30 minute. Product: BrC1=CC(=CC=2N(C(=NC21)C(C)C)CC2=C(C(=CC=C2)C(F)(F)F)C)N (4-bromo-2-isopropyl-1-(2-methyl-3-(trifluoromethyl)benzyl)-1H-benzo[d]imidazol-6-amine). Yield: 70.9%. Reaction SMILES: [Br:1][C:2]1[C:10]2[N:9]=[C:8]([CH:11]([CH3:13])[CH3:12])[N:7]([CH2:14][C:15]3[CH:20]=[CH:19][CH:18]=[C:17]([C:21]([F:24])([F:23])[F:22])[C:16]=3[CH3:25])[C:6]=2[CH:5]=[C:4]([N+:26]([O-])=O)[CH:3]=1.O.O.[Sn](Cl)Cl.Cl.C(=O)([O-])[O-].[Na+].[Na+]>CO>[Br:1][C:2]1[C:10]2[N:9]=[C:8]([CH:11]([CH3:13])[CH3:12])[N:7]([CH2:14][C:15]3[CH:20]=[CH:19][CH:18]=[C:17]([C:21]([F:23])([F:22])[F:24])[C:16]=3[CH3:25])[C:6]=2[CH:5]=[C:4]([NH2:26])[CH:3]=1 |f:1.2.3,5.6.7|. Procedure: To a 250 mL round-bottom flask containing MeOH (100 mL) was added crude 4-bromo-2-isopropyl-1-(2-methyl-3-(trifluoromethyl)benzyl)-6-nitro-1H-benzo[d]imidazole (7.1 g, 15.56 mmol), tin(II) chloride dihydrate (10.53 g, 46.7 mmol) and hydrochloric acid (6.48 mL, 78 mmol). The resultant suspension was heated to 60° C. and monitored by LC/MS. By LC/MS the reaction was complete in 30 minutes. After the reaction had cooled to rt, the majority of the MeOH was removed in-vacuo and sodium carbonate (150 ... The reactants are BrCCCC\C=C/C=C\CCCCBr (cis-cis-1,12-Dibromo-dodeca-5,7-diene), N1=CC(=CC=C1)C (3-picoline). Solvent: C(C)#N (acetonitrile). Product: [Br-].[Br-].C(CCC\C=C/C=C\CCCC[N+]1=CC(=CC=C1)C)[N+]1=CC(=CC=C1)C (cis-cis-N,N′-(dodeca-5,7-diene-1,12-diyl)-bis-(3-methyl-pyridinium)dibromide). Reaction SMILES: [Br:1][CH2:2][CH2:3][CH2:4][CH2:5]/[CH:6]=[CH:7]\[CH:8]=[CH:9]/[CH2:10][CH2:11][CH2:12][CH2:13]Br.[N:15]1[CH:20]=[CH:19][CH:18]=[C:17]([CH3:21])[CH:16]=1>C(#N)C>[Br-:1].[Br-:1].[CH2:2]([N+:15]1[CH:20]=[CH:19][CH:18]=[C:17]([CH3:21])[CH:16]=1)[CH2:3][CH2:4][CH2:5]/[CH:6]=[CH:7]\[CH:8]=[CH:9]/[CH2:10][CH2:11][CH2:12][CH2:13][N+:15]1[CH:20]=[CH:19][CH:18]=[C:17]([CH3:21])[CH:16]=1 |f:3.4.5|. Reported procedure: cis-cis-1,12-Dibromo-dodeca-5,7-diene was added to a solution of 3-picoline (3 mmol) in acetonitrile and the solution refluxed for 24 hours. The acetonitrile was removed in vacuum and the resulting residue was partitioned between ether and water. The aqueous layer was washed extensively with ether until no picoline left in the aqueous layer. The resulting aqueous solution of the product was lyophilized to yield the pure product. (76%). 1HNMR (300 MHz, D2O, ppm) 8.50 (s, 2H), 8.44 (d, J=6.3, 2H),... Starting materials: C1(=CC=CC=2CCCCC12)C(=O)O (5,6,7,8-tetrahydro-naphthalene-1-carboxylic acid), C(C(=O)Cl)(=O)Cl (oxalyl chloride), C(C)OC(=O)C1(CC2=CC=CC=C2C1)N (2-amino-indan-2-carboxylic acid ethyl ester), CCN(C(C)C)C(C)C (DIPEA). Reaction conditions: time 2 hour. The product is C(C)OC(=O)C1(CC2=CC=CC=C2C1)NC(=O)C1=CC=CC=2CCCCC12 (2-[(5,6,7,8-Tetrahydro-naphthalene-1-carbonyl)-amino]-indan-2-carboxylic acid ethyl ester). The yield is 59.1%. Procedure details: To a solution of 5,6,7,8-tetrahydro-naphthalene-1-carboxylic acid (500 mg, 2.84 mmol) in DCM (10 mL) is added oxalyl chloride (0.50 mL, 5.68 mmol) dropwise. The resulting solution is stirred at RT for 2 h. After the removal of DCM and excess oxalyl chloride, the residue, 2-amino-indan-2-carboxylic acid ethyl ester (583 mg, 2.84 mmol) and DIPEA (1.88 mL, 11.3 mmol) are dissolved in DCM (20 mL). The resulting solution is stirred overnight. The reaction solution is diluted with DCM (30 mL) and wash... Run in C(Cl)Cl (DCM), C(Cl)Cl (DCM), C(Cl)Cl (DCM). Reaction SMILES: [C:1]1([C:11]([OH:13])=O)[C:10]2[CH2:9][CH2:8][CH2:7][CH2:6][C:5]=2[CH:4]=[CH:3][CH:2]=1.C(Cl)(=O)C(Cl)=O.[CH2:20]([O:22][C:23]([C:25]1([NH2:34])[CH2:33][C:32]2[C:27](=[CH:28][CH:29]=[CH:30][CH:31]=2)[CH2:26]1)=[O:24])[CH3:21].CCN(C(C)C)C(C)C>C(Cl)Cl>[CH2:20]([O:22][C:23]([C:25]1([NH:34][C:11]([C:1]2[C:10]3[CH2:9][CH2:8][CH2:7][CH2:6][C:5]=3[CH:4]=[CH:3][CH:2]=2)=[O:13])[CH2:33][C:32]2[C:27](=[CH:28][CH:29]=[CH:30][CH:31]=2)[CH2:26]1)=[O:24])[CH3:21]. Starting materials: CCCCC1CCNCC1, O=c1sc2ccccc2n1CCCCCl. The product is CCCCC1CCN(CCCCn2c(=O)sc3ccccc32)CC1. Reaction SMILES: [CH2:16]([CH2:17][CH2:18][CH3:19])[CH:20]1[CH2:21][CH2:22][NH:23][CH2:24][CH2:25]1.[Cl:1][CH2:2][CH2:3][CH2:4][CH2:5][n:6]1[c:7](=[O:15])[s:8][c:9]2[c:10]1[cH:11][cH:12][cH:13][cH:14]2>>[CH2:2]([CH2:3][CH2:4][CH2:5][n:6]1[c:7](=[O:15])[s:8][c:9]2[c:10]1[cH:11][cH:12][cH:13][cH:14]2)[N:23]1[CH2:22][CH2:21][CH:20]([CH2:16][CH2:17][CH2:18][CH3:19])[CH2:25][CH2:24]1. Starting materials: CC1=C(C(=O)O)C(=CC(=C1F)F)F (2-methyl-3,4,6-trifluorobenzoic acid), [Cl-] (chloride). The product is CC1=C(C(=O)Cl)C(=CC(=C1F)F)F (2-methyl-3,4,6-trifluorobenzoyl chloride). As a reaction SMILES: [CH3:1][C:2]1[C:10]([F:11])=[C:9]([F:12])[CH:8]=[C:7]([F:13])[C:3]=1[C:4](O)=[O:5].[Cl-:14]>>[CH3:1][C:2]1[C:10]([F:11])=[C:9]([F:12])[CH:8]=[C:7]([F:13])[C:3]=1[C:4]([Cl:14])=[O:5]. Procedure details: To 2-methyl-3,4,6-trifluorobenzoic acid (3.2 g) is added thiony chloride (7 ml) and the mixture is refluxed for 1 hour. After concentrating, 2-methyl-3,4,6-trifluorobenzoyl chloride (3.3 g) is obtained. Procedure details: A mixture of 5.0 g of 3-amino-5-[4-[(3-methoxyphenyl)methyl]-1-piperazinyl]-1H-pyrazole-4-carbonitrile (prepared as described in Example 19) and 2.9 g of 3-dimethylamino-1-(3-pyridyl)-2-propen-1-one (U.S. Pat. No. 4,281,000, Example 1) in 25 ml of glacial acetic acid was heated at reflux for 3 hours. The work procedure of Example 21 was followed to obtain a gummy solid. The solid was dissolved in isopropanol and was treated with 20 ml of 2.9N ethanolic hydrochloric acid. The yellow precipitate f... Yields the product Cl.COC=1C=C(C=CC1)CN1CCN(CC1)C1=NN2C(N=CC=C2C=2C=NC=CC2)=C1C#N (2-[4-[(3-Methoxyphenyl)methyl]-1-piperazinyl]-7-(3-pyridinyl)pyrazolo[1,5-a]pyrimidine-3-carbonitrile, monohydrochloride). Run in C(C)(=O)O (acetic acid), C(C)(C)O (isopropanol). The reactants are NC1=NNC(=C1C#N)N1CCN(CC1)CC1=CC(=CC=C1)OC (3-amino-5-[4-[(3-methoxyphenyl)methyl]-1-piperazinyl]-1H-pyrazole-4-carbonitrile), CN(C=CC(=O)C=1C=NC=CC1)C (3-dimethylamino-1-(3-pyridyl)-2-propen-1-one), Cl (hydrochloric acid). RXN SMILES: [NH2:1][C:2]1[C:6]([C:7]#[N:8])=[C:5]([N:9]2[CH2:14][CH2:13][N:12]([CH2:15][C:16]3[CH:21]=[CH:20][CH:19]=[C:18]([O:22][CH3:23])[CH:17]=3)[CH2:11][CH2:10]2)[NH:4][N:3]=1.CN(C)[CH:26]=[CH:27][C:28]([C:30]1[CH:31]=[N:32][CH:33]=[CH:34][CH:35]=1)=O.[ClH:37]>C(O)(=O)C.C(O)(C)C>[ClH:37].[CH3:23][O:22][C:18]1[CH:17]=[C:16]([CH2:15][N:12]2[CH2:13][CH2:14][N:9]([C:5]3[C:6]([C:7]#[N:8])=[C:2]4[N:1]=[CH:26][CH:27]=[C:28]([C:30]5[CH:31]=[N:32][CH:33]=[CH:34][CH:35]=5)[N:3]4[N:4]=3)[CH2:10][CH2:11]2)[CH:21]=[CH:20][CH:19]=1 |f:5.6|. RXN SMILES: [C:1]([C:2](=[CH2:3])[CH3:4])(=[O:5])[O:6][CH2:7][c:8]1[cH:9][cH:10][cH:11][cH:12][cH:13]1.[CH2:14]([CH3:15])[O:16][C:17](=[O:18])[CH:19]1[CH2:20][NH:21][CH2:22][CH2:23][CH2:24]1>>[C:1]([CH:2]([CH2:3][N:21]1[CH2:20][CH:19]([C:17]([O:16][CH2:14][CH3:15])=[O:18])[CH2:24][CH2:23][CH2:22]1)[CH3:4])(=[O:5])[O:6][CH2:7][c:8]1[cH:9][cH:10][cH:11][cH:12][cH:13]1. Starting materials: C=C(C)C(=O)OCc1ccccc1, CCOC(=O)C1CCCNC1. Yields the product CCOC(=O)C1CCCN(CC(C)C(=O)OCc2ccccc2)C1. Starting materials: COC(=O)c1ccccc1OCCN(C)C, Cl. Yields the product CN(C)CCOc1ccccc1C(=O)O. As a reaction SMILES: [CH3:1][N:2]([CH3:3])[CH2:4][CH2:5][O:6][c:7]1[c:8]([C:9](=[O:10])[O:11][CH3:12])[cH:13][cH:14][cH:15][cH:16]1.[ClH:17]>>[CH3:1][N:2]([CH3:3])[CH2:4][CH2:5][O:6][c:7]1[c:8]([C:9](=[O:10])[OH:11])[cH:13][cH:14][cH:15][cH:16]1. The reactants are IC1CCN(CC1)C(=O)OC(C)(C)C (4-Iodo-piperidine-1-carboxylic acid, tert-butyl ester), C1(=CC=C(C=C1)S(=O)([O-])=S)C.[K+] (potassium toluene-4-thiosulfonate), cis-dicyclohexane 18-crown-6. Solvent: C(C)O (ethanol). The product is C(C)(C)(C)OC(=O)N1CCC(CC1)SS(=O)(=O)C1=CC=C(C=C1)C (4-(Toluene-4-sulfonylsulfanyl)-piperidine-1-carboxylic acid tert-butyl ester). Isolated yield 41.9%. RXN SMILES: I[CH:2]1[CH2:7][CH2:6][N:5]([C:8]([O:10][C:11]([CH3:14])([CH3:13])[CH3:12])=[O:9])[CH2:4][CH2:3]1.[C:15]1([CH3:25])[CH:20]=[CH:19][C:18]([S:21](=[S:24])([O-:23])=[O:22])=[CH:17][CH:16]=1.[K+]>C(O)C>[C:11]([O:10][C:8]([N:5]1[CH2:6][CH2:7][CH:2]([S:24][S:21]([C:18]2[CH:19]=[CH:20][C:15]([CH3:25])=[CH:16][CH:17]=2)(=[O:23])=[O:22])[CH2:3][CH2:4]1)=[O:9])([CH3:14])([CH3:13])[CH3:12] |f:1.2|. Procedure details: 4-Iodo-piperidine-1-carboxylic acid, tert-butyl ester (1.3 g) and potassium toluene-4-thiosulfonate (1.0 g) were combined in ethanol (10 ml) with cis-dicyclohexane 18-crown-6 (10 mg) and heated under reflux for 12 h. After cooling the reaction mixture was partitioned between ethyl acetate and water, the organic layer was separated, washed with water and brine, dried over magnesium sulfate and concentrated under reduced pressure. The residue was purified by silica gel chromatography (eluting with...